This data is from the Open Reaction Database (ORD), a public repository of structured organic reaction records. The task is: describe an organic reaction: reactants, conditions, products, and yield Reaction SMILES: [C:1]([C:3]1[CH:8]=[CH:7][C:6]([C:9]2([CH3:22])[CH2:17][C:16]3[C:11](=[C:12]([Cl:20])[C:13]([Cl:19])=[C:14]([OH:18])[CH:15]=3)[C:10]2=[O:21])=[CH:5][CH:4]=1)#[N:2].C(=O)([O-])[O-].[K+].[K+].Br[CH2:30][C:31]([O:33]CC)=[O:32].[OH-].[Na+].Cl>CN(C)C=O.O>[O:21]=[C:10]1[C:11]2[C:16](=[CH:15][C:14]([O:18][CH2:30][C:31]([OH:33])=[O:32])=[C:13]([Cl:19])[C:12]=2[Cl:20])[CH2:17][C:9]1([C:6]1[CH:7]=[CH:8][C:3]([C:1]#[N:2])=[CH:4][CH:5]=1)[CH3:22] |f:1.2.3,5.6|. The reactants are [OH-].[Na+] (sodium hydroxide), ice water, Cl (hydrochloric acid), C(#N)C1=CC=C(C=C1)C1(C(C2=C(C(=C(C=C2C1)O)Cl)Cl)=O)C (2-(4-cyanophenyl)-2-methyl-5-hydroxy-6,7-dichloro-1-indanone), C([O-])([O-])=O.[K+].[K+] (potassium carbonate), BrCC(=O)OCC (ethyl bromoacetate). The solvent is O (water), CN(C=O)C (dimethylformamide). Product: O=C1C(CC2=CC(=C(C(=C12)Cl)Cl)OCC(=O)O)(C)C1=CC=C(C=C1)C#N ([1-Oxo-2-(4-cyanophenyl)-2-methyl-6,7-dichloro-5-indanyloxy]acetic acid). Reported procedure: A stirred mixture of 2-(4-cyanophenyl)-2-methyl-5-hydroxy-6,7-dichloro-1-indanone (1.8 g., 0.0054 mole), potassium carbonate (1.5 g., 0.0109 mole) and ethyl bromoacetate (1.8 g., 0.0109 mole) in dimethylformamide (60 ml.) is warmed at 55°-60° C. for 3 hours, then treated with water (60 ml.)-10N sodium hydroxide solution (3 ml., 0.03 mole) and heated at 100° C. for 1.5 hours. The reaction mixture is added slowly to ice-water (300 ml.)-12N hydrochloric acid (5 ml.) to precipitate 160 mg. of [1-oxo... Reaction conditions: temperature 100 celsius. Starting materials: N(=[N+]=[N-])[C@H](CN1N=CC=2C1=CC1=C(C=CC(C12)(C)C)C)C ((S)-1-(2-azido-propyl)-4,4,7-trimethyl-1,4-dihydro-indeno[2,1-c]pyrazole), C(\C=C\C(=O)O)(=O)O (fumaric acid). Reagents/catalysts: [Pt]=O (platinum oxide). Solvent: CO (methanol), CO (methanol), C(C)OCC (diethyl ether). Reaction conditions: time 4 hour. Yields the product C(\C=C\C(=O)O)(=O)O.CC1(C=CC(=C2C=C3N(N=CC3=C12)C[C@H](C)N)C)C ((S)-2-(4,4,7-trimethyl-1,4-dihydro-indeno[2,1-c]pyrazol-1-yl)-1-methyl-ethylamine fumarate). Yield: 53.8%. As a reaction SMILES: [N:1]([C@@H:4]([CH3:21])[CH2:5][N:6]1[C:10]2=[CH:11][C:12]3[C:17]([C:16]([CH3:19])([CH3:18])[CH:15]=[CH:14][C:13]=3[CH3:20])=[C:9]2[CH:8]=[N:7]1)=[N+]=[N-].[C:22]([OH:29])(=[O:28])/[CH:23]=[CH:24]/[C:25]([OH:27])=[O:26]>CO.C(OCC)C.[Pt]=O>[C:22]([OH:29])(=[O:28])/[CH:23]=[CH:24]/[C:25]([OH:27])=[O:26].[CH3:19][C:16]1([CH3:18])[C:17]2[C:12]([CH:11]=[C:10]3[C:9]=2[CH:8]=[N:7][N:6]3[CH2:5][C@@H:4]([NH2:1])[CH3:21])=[C:13]([CH3:20])[CH:14]=[CH:15]1 |f:5.6|. Procedure: 0.7 g (2.5 mmol) of (S)-1-(2-azido-propyl)-4,4,7-trimethyl-1,4-dihydro-indeno[2,1-c]pyrazole dissolved in 50 ml of anhydrous methanol was hydrogenated over 70 mg of platinum oxide for 2 hours. The catalyst was subsequently filtered off, rinsed with ethanol and the solvent was removed in a vacuum. The colorless oil obtained was dissolved in 70 ml of anhydrous diethyl ether, filtered and treated while stirring with a solution of 290 mg (2.5 mmol) of fumaric acid in 5 ml of methanol. The mixture wa... The reactants are Br.FC(C=1C=C(C=CC1)C=1N=C(SC1)N)(F)F (4-(3-trifluoromethyl-phenyl)-thiazol-2-ylamine hydrobromide), C1(=CC=C(C=C1)S(=O)(=O)Cl)C (p-toluenesulfonyl chloride), Cl (hydrochloric acid). Run in N1=CC=CC=C1 (pyridine). Reaction conditions: time 30 minute. The product is CC1=CC=C(C=C1)S(=O)(=O)NC=1SC=C(N1)C1=CC(=CC=C1)C(F)(F)F (4-Methyl-N-[4-(3-trifluoromethyl-phenyl)-thiazol-2-yl]-benzenesulfonamide). Reaction SMILES: Br.[F:2][C:3]([F:17])([F:16])[C:4]1[CH:5]=[C:6]([C:10]2[N:11]=[C:12]([NH2:15])[S:13][CH:14]=2)[CH:7]=[CH:8][CH:9]=1.[C:18]1([CH3:28])[CH:23]=[CH:22][C:21]([S:24](Cl)(=[O:26])=[O:25])=[CH:20][CH:19]=1.Cl>N1C=CC=CC=1>[CH3:28][C:18]1[CH:23]=[CH:22][C:21]([S:24]([NH:15][C:12]2[S:13][CH:14]=[C:10]([C:6]3[CH:7]=[CH:8][CH:9]=[C:4]([C:3]([F:2])([F:16])[F:17])[CH:5]=3)[N:11]=2)(=[O:26])=[O:25])=[CH:20][CH:19]=1 |f:0.1|. Procedure details: A mixture of 0.5 g of 4-(3-trifluoromethyl-phenyl)-thiazol-2-ylamine hydrobromide with 0.42 g of p-toluenesulfonyl chloride was stirred overnight with 2 ml of pyridine. The resulting, red colored suspension was poured into 30 ml of 1N hydrochloric acid and the mixture was extracted twice with 40 ml of ethyl acetate each time. The organic phases were combined, dried with magnesium sulphate and the solvent was removed on a rotary evaporator. The residue was dissolved in a mixture of 20 ml of ethan... Reactants: CCO, CC1=C(C)C(C)C(c2ccccc2C=O)=C1C, Nc1ccccc1. Product: CC1=C(C)C(C)C(c2ccccc2C=Nc2ccccc2)=C1C. RXN SMILES: [CH3:25][CH2:26][OH:27].[CH3:8][C:9]1=[C:10]([c:17]2[c:18]([CH:19]=[O:20])[cH:21][cH:22][cH:23][cH:24]2)[CH:11]([CH3:16])[C:12]([CH3:15])=[C:13]1[CH3:14].[NH2:1][c:2]1[cH:3][cH:4][cH:5][cH:6][cH:7]1>>[N:1]([c:2]1[cH:3][cH:4][cH:5][cH:6][cH:7]1)=[CH:19][c:18]1[c:17]([C:10]2=[C:9]([CH3:8])[C:13]([CH3:14])=[C:12]([CH3:15])[CH:11]2[CH3:16])[cH:24][cH:23][cH:22][cH:21]1. The reactants are O=Cc1coc2ccc(Br)cc2c1=O, Cc1ccccc1, Nc1ccccc1. RXN SMILES: [Br:1][c:2]1[cH:3][c:4]2[c:5](=[O:14])[c:6]([CH:12]=[O:13])[cH:7][o:8][c:9]2[cH:10][cH:11]1.[CH3:22][c:23]1[cH:24][cH:25][cH:26][cH:27][cH:28]1.[NH2:15][c:16]1[cH:17][cH:18][cH:19][cH:20][cH:21]1>>[Br:1][c:2]1[cH:3][c:4]2[c:5](=[O:14])[c:6]([CH:12]=[N:15][c:16]3[cH:17][cH:18][cH:19][cH:20][cH:21]3)[cH:7][o:8][c:9]2[cH:10][cH:11]1. Product: O=c1c(C=Nc2ccccc2)coc2ccc(Br)cc12. The reactants are C, CCOC(C)=O, CO, ClCCl, O=C1CCc2ccc([N+](=O)[O-])cc21, [Pd]. Yields the product Nc1ccc2c(c1)C(=O)CC2. As a reaction SMILES: [C:25].[CH3:17][CH2:18][O:19][C:20](=[O:21])[CH3:22].[CH3:23][OH:24].[Cl:14][CH2:15][Cl:16].[N+:1]([O-:2])(=[O:3])[c:4]1[cH:5][cH:6][c:7]2[c:11]([cH:12]1)[C:10](=[O:13])[CH2:9][CH2:8]2.[Pd:26]>>[NH2:1][c:4]1[cH:5][cH:6][c:7]2[c:11]([cH:12]1)[C:10](=[O:13])[CH2:9][CH2:8]2. Reactants: FC1=CC=C(C(=C1F)NC1=C(C=C(C=C1)I)F)N (5,6-difluoro-N1-(2-fluoro-4-iodophenyl)benzene-1,2-diamine), C(C)(=O)NC=1SC(=C(N1)C)S(=O)(=O)Cl (2-acetamido-4-methylthiazole-5-sulfonyl chloride). The product is FC=1C(=C(C=CC1F)NS(=O)(=O)C1=C(N=C(S1)NC(C)=O)C)NC1=C(C=C(C=C1)I)F (N-(5-(N-(3,4-difluoro-2-(2-fluoro-4-iodophenylamino)phenyl)sulfamoyl)-4-methylthiazol-2-yl)acetamide). As a reaction SMILES: [F:1][C:2]1[C:7]([F:8])=[C:6]([NH:9][C:10]2[CH:15]=[CH:14][C:13]([I:16])=[CH:12][C:11]=2[F:17])[C:5]([NH2:18])=[CH:4][CH:3]=1.[C:19]([NH:22][C:23]1[S:24][C:25]([S:29](Cl)(=[O:31])=[O:30])=[C:26]([CH3:28])[N:27]=1)(=[O:21])[CH3:20]>>[F:8][C:7]1[C:6]([NH:9][C:10]2[CH:15]=[CH:14][C:13]([I:16])=[CH:12][C:11]=2[F:17])=[C:5]([NH:18][S:29]([C:25]2[S:24][C:23]([NH:22][C:19](=[O:21])[CH3:20])=[N:27][C:26]=2[CH3:28])(=[O:30])=[O:31])[CH:4]=[CH:3][C:2]=1[F:1]. Reported procedure: According to the general procedure B, 5,6-difluoro-N1-(2-fluoro-4-iodophenyl)benzene-1,2-diamine (0.182 mmol) was reacted with 2-acetamido-4-methylthiazole-5-sulfonyl chloride (0.5 mmol) to obtain N-(5-(N-(3,4-difluoro-2-(2-fluoro-4-iodophenylamino)phenyl)sulfamoyl)-4-methylthiazol-2-yl)acetamide. 1H NMR (CDCl3)) δ 2.1 (s, 3H), 2.2 (s, 3H), 5.9 (dt, 1H), 6.05 (s, 1H), 7.0-7.6 (m, 3H), 7.4 (dd, 1H), 8.0 (s, 1H).